Dataset: the Open Reaction Database (ORD), a public repository of structured organic reaction records. Task: describe an organic reaction: reactants, conditions, products, and yield Starting materials: C(CC)S (1-propylmercaptan), C[O-].[Na+] (sodium methoxide), ClC=1OC(=C(N1)C1=CC=C(C=C1)Cl)CCC(=O)OC (methyl 3-[2-chloro-4-(4-chlorophenyl)-5-oxazolyl]propionate). The solvent is CO (methanol). The product is ClC1=CC=C(C=C1)C=1N=C(OC1CCC(=O)OC)SCCC (methyl 3-[4-(4-chlorophenyl)-2-(1-propylsulfanyl)-5-oxazolyl]propionate). RXN SMILES: [CH2:1]([SH:4])[CH2:2][CH3:3].C[O-].[Na+].Cl[C:9]1[O:10][C:11]([CH2:21][CH2:22][C:23]([O:25][CH3:26])=[O:24])=[C:12]([C:14]2[CH:19]=[CH:18][C:17]([Cl:20])=[CH:16][CH:15]=2)[N:13]=1>CO>[Cl:20][C:17]1[CH:16]=[CH:15][C:14]([C:12]2[N:13]=[C:9]([S:4][CH2:1][CH2:2][CH3:3])[O:10][C:11]=2[CH2:21][CH2:22][C:23]([O:25][CH3:26])=[O:24])=[CH:19][CH:18]=1 |f:1.2|. Reported procedure: To a solution of 1-propylmercaptan (0.54 mL) in methanol (20 mL) was added sodium methoxide (1.1 g) and then methyl 3-[2-chloro-4-(4-chlorophenyl)-5-oxazolyl]propionate (1.5 g) was added. The mixture was stirred with heating under reflux for 30 min. The reaction mixture was concentrated, diluted with water, and extracted with ethyl acetate. The organic layer was washed successively with water and saturated brine, dried over anhydrous magnesium sulfate and concentrated. The residue was subjected ... The reactants are C(C1=CC=CC=C1)OCC=1N(C=C(N1)C(C)C)C1=CC=NC=C1 (2-Benzyloxymethyl-4-isopropyl-1-(pyridin-4-yl)-1H-imidazole), O (water), C1(=CC=CC=C1)C (toluene). Solvent: Cl (hydrochloric acid). Conditions: temperature 85 celsius, time 1 hour. The product is OCC=1N(C=C(N1)C(C)C)C1=CC=NC=C1 (2-hydroxymethyl-4-isopropyl-1-(pyridin-4-yl)-1H-imidazole). Yield: 86.6%. RXN SMILES: C([O:8][CH2:9][C:10]1[N:11]([C:18]2[CH:23]=[CH:22][N:21]=[CH:20][CH:19]=2)[CH:12]=[C:13]([CH:15]([CH3:17])[CH3:16])[N:14]=1)C1C=CC=CC=1.O.C1(C)C=CC=CC=1>Cl>[OH:8][CH2:9][C:10]1[N:11]([C:18]2[CH:19]=[CH:20][N:21]=[CH:22][CH:23]=2)[CH:12]=[C:13]([CH:15]([CH3:17])[CH3:16])[N:14]=1. Procedure: The compound (5) (20.0 g, 62.2 mmol) was suspended in 35% aqueous hydrochloric acid (100 ml). The solution was heated at 85° C. and stirred for 1 hour. The reaction mixture was cooled down to room temperature and water (100 ml) and toluene (44 ml) were added thereto with stirring. The aqueous layer was separated and neutralized with 30% aqueous sodium hydroxide, to which ethyl acetate (30 ml) was added with stirring. The obtained slurry was filtered, washed with cold water and dried to yield 2-h... The reactants are P(OCC)(OCC)OCC (triethyl phosphite), BrCC1=CC(=C2C=C(N(C2=C1)C)C(=O)OCC)C(F)(F)F (ethyl 6-(bromomethyl)-1-methyl-4-(trifluoromethyl)-1H-indole-2-carboxylate). Conditions: temperature 140 celsius, time 2 hour. Product: C(C)OP(=O)(OCC)CC1=CC(=C2C=C(N(C2=C1)C)C(=O)OCC)C(F)(F)F (ethyl 6-[(diethoxyphosphoryl)methyl]-1-methyl-4-(trifluoromethyl)-1H-indole-2-carboxylate). Yield: 95.3%. Reaction SMILES: [P:1]([O:8][CH2:9][CH3:10])([O:5]CC)[O:2][CH2:3][CH3:4].Br[CH2:12][C:13]1[CH:21]=[C:20]2[C:16]([CH:17]=[C:18]([C:23]([O:25][CH2:26][CH3:27])=[O:24])[N:19]2[CH3:22])=[C:15]([C:28]([F:31])([F:30])[F:29])[CH:14]=1>>[CH2:9]([O:8][P:1]([CH2:12][C:13]1[CH:21]=[C:20]2[C:16]([CH:17]=[C:18]([C:23]([O:25][CH2:26][CH3:27])=[O:24])[N:19]2[CH3:22])=[C:15]([C:28]([F:31])([F:30])[F:29])[CH:14]=1)([O:2][CH2:3][CH3:4])=[O:5])[CH3:10]. Reported procedure: Under nitrogen, triethyl phosphite (589 μl, 3.43 mmol) was added to ethyl 6-(bromomethyl)-1-methyl-4-(trifluoromethyl)-1H-indole-2-carboxylate (250 mg, 0.687 mmol), and the resulting mixture was stirred for 2 hours while being maintained at 140° C. The excess triethyl phosphite was distilled off as much as possible, and the resulting concentrated residue was purified by a silica gel column chromatography (eluent: n-hexane/ethyl acetate=15/1, 10/1, 3/1, 1/1, 1/4 and 0/10) to obtain 276 mg of ethy... Reactants: O[C@@H]1C(NC2=C(C[C@@H]1C1=CC=C(C=C1)OC)C=CC=C2)=O ((cis)-3-hydroxy-1,3,4,5-tetrahydro-4-(4-methoxyphenyl)-2H-1-benzazepin-2-one). Solvent: CCOCC (ether). Product: O[C@@H]1C(NC2=C(C[C@H]1C1=CC=C(C=C1)OC)C=CC=C2)=O ((trans)-3-Hydroxy-1,3,4,5-tetrahydro-4-(4-methoxyphenyl)-2H-1-benzazepin-2-one). RXN SMILES: [OH:1][C@H:2]1[C@@H:8]([C:9]2[CH:14]=[CH:13][C:12]([O:15][CH3:16])=[CH:11][CH:10]=2)[CH2:7][C:6]2[CH:17]=[CH:18][CH:19]=[CH:20][C:5]=2[NH:4][C:3]1=[O:21]>CCOCC>[OH:1][C@H:2]1[C@H:8]([C:9]2[CH:14]=[CH:13][C:12]([O:15][CH3:16])=[CH:11][CH:10]=2)[CH2:7][C:6]2[CH:17]=[CH:18][CH:19]=[CH:20][C:5]=2[NH:4][C:3]1=[O:21]. Reported procedure: Flash chromatography (LPS-1 silica gel, 70:30 hexanes-ethyl acetate) of the mother liquor resulting from the trituration from ether of the crude (cis)-3-hydroxy-1,3,4,5-tetrahydro-4-(4-methoxyphenyl)-2H-1-benzazepin-2-one (see example 2E) afforded the title trans isomer, melting point 168°-170° C.